This data is from the Open Reaction Database (ORD), a public repository of structured organic reaction records. The task is: describe an organic reaction: reactants, conditions, products, and yield The reactants are C(=O)(OCC)N1CCN(CC1)C1=NC2=C(CC=3N1C=CN3)C=CC=C2 (5-(4-carboethoxy-1-piperazinyl)-11H-imidazo[1,2-c][1,3]benzodiazepine), [H-].[Al+3].[Li+].[H-].[H-].[H-] (lithium aluminum hydride), [OH-].[Na+] (sodium hydroxide). Run in O1CCCC1 (tetrahydrofuran). The product is CN1CCN(CC1)C1=NC2=C(CC=3N1C=CN3)C=CC=C2 (5-(4-methyl-1-piperazinyl)-11H-imidazo[1,2-c][1,3]benzodiazepine). RXN SMILES: [C:1]([N:6]1[CH2:11][CH2:10][N:9]([C:12]2[N:18]3[CH:19]=[CH:20][N:21]=[C:17]3[CH2:16][C:15]3[CH:22]=[CH:23][CH:24]=[CH:25][C:14]=3[N:13]=2)[CH2:8][CH2:7]1)(OCC)=O.[H-].[Al+3].[Li+].[H-].[H-].[H-].[OH-].[Na+]>O1CCCC1>[CH3:1][N:6]1[CH2:7][CH2:8][N:9]([C:12]2[N:18]3[CH:19]=[CH:20][N:21]=[C:17]3[CH2:16][C:15]3[CH:22]=[CH:23][CH:24]=[CH:25][C:14]=3[N:13]=2)[CH2:10][CH2:11]1 |f:1.2.3.4.5.6,7.8|. Procedure: To a solution of 0.2 g of 5-(4-carboethoxy-1-piperazinyl)-11H-imidazo[1,2-c][1,3]benzodiazepine in 2 ml of dry tetrahydrofuran, 100 mg of lithium aluminum hydride are added at once and the mixture is refluxed under nitrogen for 48 hours. The mixture is cooled to room temperature, stirred with 0.2 ml of 30% sodium hydroxide, and filtered. The filtrates are evaporated to dryness and the product is purified to give 5-(4-methyl-1-piperazinyl)-11H-imidazo[1,2-c][1,3]benzodiazepine. Starting materials: OC1=CC=C(C=2SC=CC21)C=O (4-hydroxy-benzo[b]thiophene-7-carbaldehyde), C1(=CC=CC=C1)P(C1=CC=CC=C1)C1=CC=CC=C1 (triphenylphosphine), CC(C)OC(=O)/N=N/C(=O)OC(C)C (DIAD), C(C)(C)(C)C=1OC(=C(N1)CCO)C (2-(2-tert-butyl-5-methyl-oxazol-4-yl)-ethanol). Run in C1(=CC=CC=C1)C (toluene). Reaction conditions: time 4 hour. Product: C(C)(C)(C)C=1OC(=C(N1)CCOC1=CC=C(C=2SC=CC21)C=O)C (4-[2-(2-tert-Butyl-5-methyl-oxazol-4-yl)-ethoxy]-benzo[b]thiophene-7-carbaldehyde). Yield: 47.5%. RXN SMILES: [C:1]([C:5]1[O:6][C:7]([CH3:13])=[C:8]([CH2:10][CH2:11][OH:12])[N:9]=1)([CH3:4])([CH3:3])[CH3:2].O[C:15]1[C:23]2[CH:22]=[CH:21][S:20][C:19]=2[C:18]([CH:24]=[O:25])=[CH:17][CH:16]=1.C1(P(C2C=CC=CC=2)C2C=CC=CC=2)C=CC=CC=1.CC(OC(/N=N/C(OC(C)C)=O)=O)C>C1(C)C=CC=CC=1>[C:1]([C:5]1[O:6][C:7]([CH3:13])=[C:8]([CH2:10][CH2:11][O:12][C:15]2[C:23]3[CH:22]=[CH:21][S:20][C:19]=3[C:18]([CH:24]=[O:25])=[CH:17][CH:16]=2)[N:9]=1)([CH3:4])([CH3:3])[CH3:2]. Procedure: 0.800 g of the above prepared (example 1, step f]) 2-(2-tert-butyl-5-methyl-oxazol-4-yl)-ethanol (4.37 mmol) was dissolved in 25 ml of toluene and treated successively at 0° C. with 0.778 g of 4-hydroxy-benzo[b]thiophene-7-carbaldehyde (4.37 mmol), 1.145 g of triphenylphosphine (4.37 mmol), and 0.883 g (4.37 mmol) of DIAD. The cooling bath was then removed and stirring continued for 4 h. Pouring onto crashed ice, twofold extraction with EtOEt, washing with dil. NaOH and water, drying over sodium... Starting materials: CC(C)(C)OC(=O)NC(C=CCOCc1ccccc1)C(=O)O, C, CCO, [Pd]. Yields the product CC(C)(C)OC(=O)NC(C=CCO)C(=O)O. RXN SMILES: [C:1]([CH3:2])([CH3:3])([CH3:4])[O:5][C:6](=[O:7])[NH:8][CH:9]([C:10](=[O:11])[OH:12])[CH:13]=[CH:14][CH2:15][O:16][CH2:17][c:18]1[cH:19][cH:20][cH:21][cH:22][cH:23]1.[C:24].[CH3:26][CH2:27][OH:28].[Pd:25]>>[C:1]([CH3:2])([CH3:3])([CH3:4])[O:5][C:6](=[O:7])[NH:8][CH:9]([C:10](=[O:11])[OH:12])[CH:13]=[CH:14][CH2:15][OH:16]. Starting materials: O.NN (hydrazine hydrate), C1(C=2C(C(N1C1CCCC3=CC=CC=C13)=O)=CC=CC2)=O (phthalimido tetrahydronaphthalene). The solvent is C(C)O (ethanol). The product is NCCCOC1=CC=C2CCCC(C2=C1)N(C)C (7-(3-Aminopropoxy)-1-dimethylamino-1,2,3,4-tetrahydronaphthalene). Reaction SMILES: [OH2:1].NN.[C:4]1(=O)[N:8]([CH:9]2[C:18]3[C:13](=[CH:14][CH:15]=[CH:16][CH:17]=3)[CH2:12][CH2:11][CH2:10]2)[C:7](=O)C2=CC=CC=C12>C(O)C>[NH2:8][CH2:9][CH2:10][CH2:11][O:1][C:16]1[CH:17]=[C:18]2[C:13]([CH2:12][CH2:11][CH2:10][CH:9]2[N:8]([CH3:7])[CH3:4])=[CH:14][CH:15]=1 |f:0.1|. Reported procedure: 85% hydrazine hydrate solution (3.2 ml) is added to a solution of the phthalimido tetrahydronaphthalene (about 15 g) obtained in the preceding step dissolved in absolute ethanol (160 ml). The stirred reaction mixture is refluxed for 3 hours, after which it is allowed to cool and the resulting precipitate removed by filtration. The clear yellow filtrate is evaporated in vacuo leaving a moist yellow solid, which is triturated in 5% aqueous HCl solution. The resulting thick slurry is filtered and t... Starting materials: C(\C=C\C(=O)O)(=O)O.COC1=C(CN2CCN(CC2)C(C2=CC=C(C=C2)F)C2=CC=CC=C2)C=CC(=C1)OC (1-(2,4-dimethoxybenzyl)-4-(4-fluorobenzhydryl)piperazine fumarate), aqueous solution, [OH-].[Na+] (sodium hydroxide). Product: COC1=C(CN2CCN(CC2)C(C2=CC=C(C=C2)F)C2=CC=CC=C2)C=CC(=C1)OC (1-(2,4-dimethoxybenzyl)-4-(4-fluorobenzhydryl)piperazine). Yield: 70.7%. Reaction SMILES: C(O)(=O)/C=C/C(O)=O.[CH3:9][O:10][C:11]1[CH:37]=[C:36]([O:38][CH3:39])[CH:35]=[CH:34][C:12]=1[CH2:13][N:14]1[CH2:19][CH2:18][N:17]([CH:20]([C:28]2[CH:33]=[CH:32][CH:31]=[CH:30][CH:29]=2)[C:21]2[CH:26]=[CH:25][C:24]([F:27])=[CH:23][CH:22]=2)[CH2:16][CH2:15]1.[OH-].[Na+]>>[CH3:9][O:10][C:11]1[CH:37]=[C:36]([O:38][CH3:39])[CH:35]=[CH:34][C:12]=1[CH2:13][N:14]1[CH2:19][CH2:18][N:17]([CH:20]([C:28]2[CH:33]=[CH:32][CH:31]=[CH:30][CH:29]=2)[C:21]2[CH:22]=[CH:23][C:24]([F:27])=[CH:25][CH:26]=2)[CH2:16][CH2:15]1 |f:0.1,2.3|. Procedure: The 1-(2,4-dimethoxybenzyl)-4-(4-fluorobenzhydryl)piperazine fumarate obtained in Example 1 (2.0 g; 3.7 millimoles) was added to 20 ml of a 20% aqueous solution of sodium hydroxide. The resulting oily product was extracted with 20 ml of ethyl acetate. The ethyl acetate layer was dried over anhydrous magnesium sulfate. The solvent was evaporated under reduced pressure to give 1.1 g of 1-(2,4-dimethoxybenzyl)-4-(4-fluorobenzhydryl)piperazine as an oil. Reactants: [H-].[Na+] (Sodium hydride), OC=1C=NC=CC1 (3-hydroxypyridine), ClC1=[N+](C=CC(=C1)[N+](=O)[O-])[O-] (2-chloro-4-nitropyridine-N-oxide). The solvent is O (water), ThF. Yields the product [N+](=O)([O-])C1=CC(=[N+](C=C1)[O-])OC=1C=NC=CC1 (4-Nitro-2-(pyridin-3-yloxy)pyridine-N-oxide). Isolated yield 83.0%. RXN SMILES: [H-].[Na+].[OH:3][C:4]1[CH:5]=[N:6][CH:7]=[CH:8][CH:9]=1.Cl[C:11]1[CH:16]=[C:15]([N+:17]([O-:19])=[O:18])[CH:14]=[CH:13][N+:12]=1[O-:20]>O>[N+:17]([C:15]1[CH:14]=[CH:13][N+:12]([O-:20])=[C:11]([O:3][C:4]2[CH:5]=[N:6][CH:7]=[CH:8][CH:9]=2)[CH:16]=1)([O-:19])=[O:18] |f:0.1|. Reported procedure: Sodium hydride (0.27 g of an 80% dispersion in oil, 9 mmol) was added to a solution of 3-hydroxypyridine (0.854 g, 9 mmol) in ThF (3 ml) at 0° C. The mixture was then stirred for 1 h at room temperature before 2-chloro-4-nitropyridine-N-oxide* (2 g, 9 mmol) was added. The resulting solution was heated at reflux for 16 h, cooled, poured into water (100 ml) and extracted with dichloromethane (3×100 ml). The combined extracts were dried (Na2SO4) and evaporated. The residue was chromatographed on si... Reactants: ClC=1C=C(C=O)C=CC1Cl (3,4-Dichlorobenzaldehyde), CS(=O)(=O)CC(C)=O (methanesulfonylacetone), NC1=CC(CC1)=O (3-aminocyclopentenone). Run in C(C)O (ethanol). Yields the product ClC=1C=C(C=CC1Cl)C1C2=C(NC(=C1S(=O)(=O)C)C)CCC2=O (4-(3,4-Dichlorophenyl)-1,4,6,7-tetrahydro-2-methyl-3-(methylsulfonyl)-5H-cyclopenta[b]pyridin-5-one). The yield is 21.9%. RXN SMILES: [Cl:1][C:2]1[CH:3]=[C:4]([CH:7]=[CH:8][C:9]=1[Cl:10])[CH:5]=O.[CH3:11][S:12]([CH2:15][C:16](=O)[CH3:17])(=[O:14])=[O:13].[NH2:19][C:20]1[CH2:24][CH2:23][C:22](=[O:25])[CH:21]=1>C(O)C>[Cl:1][C:2]1[CH:3]=[C:4]([CH:5]2[C:15]([S:12]([CH3:11])(=[O:14])=[O:13])=[C:16]([CH3:17])[NH:19][C:20]3[CH2:24][CH2:23][C:22](=[O:25])[C:21]2=3)[CH:7]=[CH:8][C:9]=1[Cl:10]. Reported procedure: 3,4-Dichlorobenzaldehyde (175 mg, 1.0 mmol), methanesulfonylacetone (137 mg, 1.01 mmol) and 3-aminocyclopentenone (95 mg, 0.98 mmol) were heated to 80° C. in ethanol (4 mL) in a sealed tube for 3 days, cooled and the solvent evaporated. The crude material was flash chromatographed on silica gel (5% methanol/chloroform) to provide 80 mg of the title compound as a tan solid. Reactants: C(C=O)[C@H]([C@@H]([C@@H](CO)O)O)O (2-DG), O=C[C@@H](O)[C@H](O)[C@H](O)CO (D-arabinose), O=C[C@H](O)[C@@H](O)[C@H](O)[C@H](O)CO (D-glucose), O=C[C@H](O)[C@@H](O)[C@H](O)[C@H](O)CO (D-glucose), O=C[C@@H](O)[C@@H](O)[C@H](O)[C@H](O)CO (D-mannose), BrBr (bromine), O=C([C@H](O)[C@@H](O)[C@H](O)[C@H](O)CO)[O-].[Ca+2].O=C([C@H](O)[C@@H](O)[C@H](O)[C@H](O)CO)[O-] (calcium D-gluconate), chitin, chitosan, C(C)(=O)N[C@H]1C(O)O[C@@H]([C@H]([C@@H]1O)O)CO (N-acetyl glucosamine), O=C[C@H](O)[C@@H](O)[C@H](O)[C@H](O)CO (D-glucose), O=C[C@@H](O)[C@@H](O)[C@H](O)[C@H](O)CO (D-mannose), Cl.OC1[C@H](N)[C@@H](O)[C@H](O)[C@H](O1)CO (D-glucosamine hydrochloride). Yields the product C(C)(=O)O[C@@H]1C=CO[C@@H]([C@H]1OC(C)=O)COC(C)=O (3,4,6-tri-O-acetyl-1,5-anhydro-2-deoxy-D-arabino-hex-1-enitol). RXN SMILES: [CH2:1]([C@@H:4]([OH:11])[C@H:5]([OH:10])[C@H:6](O)[CH2:7][OH:8])[CH:2]=[O:3].[O:12]=[CH:13][C@@H:14]([C@H]([C@@H]([C@@H](CO)O)O)O)O.[O:24]=[CH:25][C@H:26]([C@H]([C@@H]([C@@H](CO)O)O)O)O.[O:36]=[C:37]([O-])[C@@H:38]([C@H]([C@@H]([C@@H](CO)O)O)O)O.[Ca+2].O=C([O-])[C@@H]([C@H]([C@@H]([C@@H](CO)O)O)O)O.O=C[C@H]([C@@H]([C@@H](CO)O)O)O.Cl.OC1O[C@H](CO)[C@@H](O)[C@H](O)[C@H]1N.C(N[C@@H]1[C@@H](O)[C@H](O)[C@@H](CO)OC1O)(=O)C.BrBr>>[C:13]([O:10][C@H:5]1[C@H:4]([O:11][C:25](=[O:24])[CH3:26])[C@@H:1]([CH2:2][O:3][C:37](=[O:36])[CH3:38])[O:8][CH:7]=[CH:6]1)(=[O:12])[CH3:14] |f:3.4.5,7.8|. Procedure details: Production of 2DG can be carried out using any known method. For example, 2-DG can be prepared from various starting materials such as D-glucose, D-mannose, calcium D-gluconate, D-arabinose, D-glucosamine hydrochloride, N-acetyl glucosamine, chitin, and chitosan and carboxymethylchitosan. Preparation methods vary with various starting materials. For example, D-glucose can be methylated and brominated, followed by debromination and acid hydrolysis to yield β-2DG. Bergmann et. al. (1992) Berichte ... Reactants: azides, ClCCCS(=O)(=O)OCC([C@H](C(=O)OCCOC(C(C)C)=O)OCC1=CC=CC=C1)(C)C ((2-Methylpropanoyloxy)ethyl (2R)-4-[(3-chloropropyl)sulfonyloxy]-3,3-dimethyl-2-(phenylmethoxy)butanoate), [N-]=[N+]=[N-].[Na+] (sodium azide). Solvent: CS(=O)C (dimethyl sulfoxide). Product: N(=[N+]=[N-])CCCS(=O)(=O)OCC([C@H](C(=O)OCCOC(C(C)C)=O)OCC1=CC=CC=C1)(C)C ((2-Methylpropanoyloxy)ethyl (2R)-4-[(3-azidopropyl)sulfonyloxy]-3,3-dimethyl-2-(phenylmethoxy)butanoate). As a reaction SMILES: Cl[CH2:2][CH2:3][CH2:4][S:5]([O:8][CH2:9][C:10]([CH3:32])([CH3:31])[C@@H:11]([O:23][CH2:24][C:25]1[CH:30]=[CH:29][CH:28]=[CH:27][CH:26]=1)[C:12]([O:14][CH2:15][CH2:16][O:17][C:18](=[O:22])[CH:19]([CH3:21])[CH3:20])=[O:13])(=[O:7])=[O:6].[N-:33]=[N+:34]=[N-:35].[Na+]>CS(C)=O>[N:33]([CH2:2][CH2:3][CH2:4][S:5]([O:8][CH2:9][C:10]([CH3:32])([CH3:31])[C@@H:11]([O:23][CH2:24][C:25]1[CH:30]=[CH:29][CH:28]=[CH:27][CH:26]=1)[C:12]([O:14][CH2:15][CH2:16][O:17][C:18](=[O:22])[CH:19]([CH3:21])[CH3:20])=[O:13])(=[O:7])=[O:6])=[N+:34]=[N-:35] |f:1.2|. Procedure: Following the general procedure for the preparation of azides of Description 16, (2-methylpropanoyloxy)ethyl (2R)-4-[(3-chloropropyl)sulfonyloxy]-3,3-dimethyl-2-(phenylmethoxy)butanoate (29a) (11 g, 22 mmol) dissolved in 120 mL of anhydrous dimethyl sulfoxide (DMSO) was reacted with 3.9 g (60 mmol) of sodium azide (NaN3). After work-up, the crude material (29b) was used in the next step without further purification. MS (ESI) m/z 522.08 (M+Na)+. Reactants: ONC(C)=N (N-Hydroxy-acetamidine), O1CCOC12C(CCCC2)C(=O)O (1,4-dioxa-spiro[4.5]decane-6-carboxylic acid), N,N-dicyclohexyl-carbodiimid, ON1N=NC2=C1C=CC=C2 (1-hydroxy-benzotriazole). Run in O1CCCC1 (tetrahydrofuran). Run at temperature 0 celsius, time 3.5 hour. The product is O1CCOC12C(CCCC2)C2=NC(=NO2)C (5-(1,4-Dioxa-spiro[4.5]dec-6-yl)-3-methyl-[1,2,4]oxadiazole). Isolated yield 60.2%. As a reaction SMILES: [O:1]1[C:5]2([CH2:10][CH2:9][CH2:8][CH2:7][CH:6]2[C:11]([OH:13])=O)[O:4][CH2:3][CH2:2]1.ON1C2C=CC=CC=2N=N1.O[NH:25][C:26](=[NH:28])[CH3:27]>O1CCCC1>[O:4]1[C:5]2([CH2:10][CH2:9][CH2:8][CH2:7][CH:6]2[C:11]2[O:13][N:28]=[C:26]([CH3:27])[N:25]=2)[O:1][CH2:2][CH2:3]1. Procedure: A mixture of 1,4-dioxa-spiro[4.5]decane-6-carboxylic acid (3.72 g, 20 mmol), N,N-dicyclohexyl-carbodiimid (2.06 g, 22 mmol) and 1-hydroxy-benzotriazole (3.03 g, 22 mmol) in tetrahydrofuran (40 mL) was stirred at 0° C. for 3.5 h. N-Hydroxy-acetamidine (1.48 g, 20 mmol) was added to the mixture and stirring was continued at 20° C. for 18 h. The reaction mixture was cooled to 0° C. and insoluble material was removed by filtration. The filtrate was evaporated under reduced pressure. Toluene (250 mL)...